This data is from the Open Reaction Database (ORD), a public repository of structured organic reaction records. The task is: describe an organic reaction: reactants, conditions, products, and yield Reactants: CN(C)CC1=C(C=CC=C1)[Te]C1=CC=CC=C1 (2-(N,N-dimethylaminomethyl)-1-phenyltellurobenzene), Cl.CCOCC (hydrogen chloride ether). Solvent: C(C)(C)O (isopropanol), CCOCC (ether). The product is Cl.CN(CC1=C(C=CC=C1)[Te]C1=CC=CC=C1)C (N,N-Dimethyl-2-(phenyltelluro)benzenemethanamine, Hydrochloride Salt). Yield: 100.3%. As a reaction SMILES: [CH3:1][N:2]([CH2:4][C:5]1[CH:10]=[CH:9][CH:8]=[CH:7][C:6]=1[Te:11][C:12]1[CH:17]=[CH:16][CH:15]=[CH:14][CH:13]=1)[CH3:3].[ClH:18].CCOCC>CCOCC.C(O)(C)C>[ClH:18].[CH3:1][N:2]([CH3:3])[CH2:4][C:5]1[CH:10]=[CH:9][CH:8]=[CH:7][C:6]=1[Te:11][C:12]1[CH:17]=[CH:16][CH:15]=[CH:14][CH:13]=1 |f:1.2,5.6|. Reported procedure: To a slurry of 2-(N,N-dimethylaminomethyl)-1-phenyltellurobenzene (1.02 g, 3.0 mmol) in ether (50 mL) in a water bath was added dropwise by syringe a hydrogen chloride/ether solution (3.15 mL, 1.0 M, 3.15 mmol). The thick slurry was diluted with isopropanol (20 mL) then filtered. The white solid was washed with ether, and air dried, to give the product (1.13 g, 95%). 1H NMR (CDCl3) d 2.6 (1H, br s), 8.13 (1H, d, J=7.5), 7.80 (1H, d, J=7.7), 7.52-7.48 (3H, m), 7.26-7.17 (4H, m), 4.44 (2H, d, J=5.... Starting materials: Cc1cc(C)n2nc(S)nc2n1, COc1ccc(CCC2(C3CCCC3)CC(O)=C(Cl)C(=O)O2)cc1, COc1cc(OC)c(CCC2(C3CCCC3)CC(O)=C(Cl)C(=O)O2)cc1Cl, Nc1n[nH]c(S)n1. Yields the product COc1ccc(CCC2(C3CCCC3)CC(O)=C(Sc3nc(N)n[nH]3)C(=O)O2)cc1. RXN SMILES: [CH3:8][c:9]1[cH:10][c:11]([CH3:12])[n:13]2[n:14][c:15]([SH:16])[n:17][c:18]2[n:19]1.[Cl:20][C:21]1=[C:26]([OH:27])[CH2:25][C:24]([CH:28]2[CH2:29][CH2:30][CH2:31][CH2:32]2)([CH2:33][CH2:34][c:35]2[cH:36][cH:37][c:38]([O:41][CH3:42])[cH:39][cH:40]2)[O:23][C:22]1=[O:43].[Cl:44][C:45]1=[C:69]([OH:70])[CH2:68][C:49]([CH2:50][CH2:51][c:52]2[cH:53][c:54]([Cl:55])[c:56]([O:57][CH3:58])[cH:59][c:60]2[O:61][CH3:62])([CH:63]2[CH2:64][CH2:65][CH2:66][CH2:67]2)[O:48][C:46]1=[O:47].[NH2:1][c:2]1[n:3][nH:4][c:5]([SH:7])[n:6]1>>[NH2:1][c:2]1[n:3][nH:4][c:5]([S:7][C:21]2=[C:26]([OH:27])[CH2:25][C:24]([CH:28]3[CH2:29][CH2:30][CH2:31][CH2:32]3)([CH2:33][CH2:34][c:35]3[cH:36][cH:37][c:38]([O:41][CH3:42])[cH:39][cH:40]3)[O:23][C:22]2=[O:43])[n:6]1. Starting materials: [Li]CCCC, C1CCOC1, CC(C)(C)C(=O)Nc1ccc(Cl)c(C(F)(F)F)c1, CI, O. Product: Cc1c(NC(=O)C(C)(C)C)ccc(Cl)c1C(F)(F)F. RXN SMILES: [CH2:19]([Li:20])[CH2:21][CH2:22][CH3:23].[CH2:26]1[O:27][CH2:28][CH2:29][CH2:30]1.[Cl:1][c:2]1[c:3]([C:15]([F:16])([F:17])[F:18])[cH:4][c:5]([NH:8][C:9]([C:10]([CH3:11])([CH3:12])[CH3:13])=[O:14])[cH:6][cH:7]1.[I:24][CH3:25].[OH2:31]>>[Cl:1][c:2]1[c:3]([C:15]([F:16])([F:17])[F:18])[c:4]([CH3:19])[c:5]([NH:8][C:9]([C:10]([CH3:11])([CH3:12])[CH3:13])=[O:14])[cH:6][cH:7]1. The reactants are O=C([O-])[O-], CC(=O)[O-], CC(=O)[O-], Cc1ccccc1, COc1cccc(OC)c1-c1ccccc1P(C1CCCCC1)C1CCCCC1, CC(C)(C)OC(=O)c1ccc(Cl)cc1[N+](=O)[O-], [Cs+], [Cs+], OB(O)c1ccc(F)cc1F, [Pd+2]. Yields the product CC(C)(C)OC(=O)c1ccc(-c2ccc(F)cc2F)cc1[N+](=O)[O-]. Reaction SMILES: [C:29](=[O:30])([O-:31])[O-:32].[C:64]([O-:65])(=[O:66])[CH3:67].[C:69]([O-:70])(=[O:71])[CH3:72].[CH3:73][c:74]1[cH:75][cH:76][cH:77][cH:78][cH:79]1.[CH:35]1([P:36]([CH:37]2[CH2:38][CH2:39][CH2:40][CH2:41][CH2:42]2)[c:43]2[cH:44][cH:45][cH:46][cH:47][c:48]2-[c:49]2[c:50]([O:51][CH3:52])[cH:53][cH:54][cH:55][c:56]2[O:57][CH3:58])[CH2:59][CH2:60][CH2:61][CH2:62][CH2:63]1.[Cl:1][c:2]1[cH:3][c:4]([N+:15](=[O:16])[O-:17])[c:5]([C:6](=[O:7])[O:8][C:9]([CH3:10])([CH3:11])[CH3:12])[cH:13][cH:14]1.[Cs+:33].[Cs+:34].[F:18][c:19]1[c:20]([B:26]([OH:27])[OH:28])[cH:21][cH:22][c:23]([F:25])[cH:24]1.[Pd+2:68]>>[c:2]1(-[c:20]2[c:19]([F:18])[cH:24][c:23]([F:25])[cH:22][cH:21]2)[cH:3][c:4]([N+:15](=[O:16])[O-:17])[c:5]([C:6](=[O:7])[O:8][C:9]([CH3:10])([CH3:11])[CH3:12])[cH:13][cH:14]1.